describe an organic reaction: reactants, conditions, products, and yield From a dataset of the Open Reaction Database (ORD), a public repository of structured organic reaction records. Starting materials: CC(C)(C)OC(=O)Nc1cc(Cl)c(C(F)(F)F)cc1N, CC(C)(C)OC(=O)CC(=O)c1cccc(-n2ncnc2COC2CCCCO2)c1. The product is CC(C)(C)OC(=O)Nc1cc(Cl)c(C(F)(F)F)cc1NC(=O)CC(=O)c1cccc(-n2ncnc2COC2CCCCO2)c1. RXN SMILES: [C:1]([CH3:2])([CH3:3])([CH3:4])[O:5][C:6]([NH:7][c:8]1[c:9]([NH2:19])[cH:10][c:11]([C:15]([F:16])([F:17])[F:18])[c:12]([Cl:14])[cH:13]1)=[O:20].[C:21]([CH3:23])([CH3:24])([O:25][C:26](=[O:22])[CH2:27][C:28]([c:29]1[cH:30][c:31](-[n:35]2[n:36][cH:37][n:38][c:39]2[CH2:40][O:41][CH:42]2[O:43][CH2:44][CH2:45][CH2:46][CH2:47]2)[cH:32][cH:33][cH:34]1)=[O:48])[CH3:49]>>[C:1]([CH3:2])([CH3:3])([CH3:4])[O:5][C:6]([NH:7][c:8]1[c:9]([NH:19][C:26](=[O:25])[CH2:27][C:28]([c:29]2[cH:30][c:31](-[n:35]3[n:36][cH:37][n:38][c:39]3[CH2:40][O:41][CH:42]3[O:43][CH2:44][CH2:45][CH2:46][CH2:47]3)[cH:32][cH:33][cH:34]2)=[O:48])[cH:10][c:11]([C:15]([F:16])([F:17])[F:18])[c:12]([Cl:14])[cH:13]1)=[O:20]. Reactants: COC1=CC=C(C=C1)C=1NC=C(N1)C (2-(p-methoxyphenyl)-4-methylimidazole), [N+](=O)(O)[O-] (HNO3). Run at time 15 minute. Product: COC1=CC=C(C=C1)C=1NC(=C(N1)C)[N+](=O)[O-] (2-(p-Methoxyphenyl)-4-methyl-5-nitroimidazole). The yield is 25.0%. RXN SMILES: [CH3:1][O:2][C:3]1[CH:8]=[CH:7][C:6]([C:9]2[NH:10][CH:11]=[C:12]([CH3:14])[N:13]=2)=[CH:5][CH:4]=1.[N+:15]([O-])([OH:17])=[O:16]>>[CH3:1][O:2][C:3]1[CH:4]=[CH:5][C:6]([C:9]2[NH:10][C:11]([N+:15]([O-:17])=[O:16])=[C:12]([CH3:14])[N:13]=2)=[CH:7][CH:8]=1. Procedure: A mixture of 2-(p-methoxyphenyl)-4-methylimidazole (5.2 g, 0.0277 mole) and 3N HNO3 (125 ml) was stirred at room temperature. After 15 minutes, the mixture was placed in a preheated 90° C. bath. Heating was continued for 20 minutes and the hot solution was quenched in ice-water (250 ml). The yellow solid was collected, washed with water, and suspended in cold saturated NaHCO3 solution (25 ml). After a 15 minute period of stirring, the product was collected and recrystallized from 50% EtOH to yie...